From a dataset of the Open Reaction Database (ORD), a public repository of structured organic reaction records. describe an organic reaction: reactants, conditions, products, and yield Reactants: C(C)(C)(C)OC(=O)N[C@@H]1CC2=CC(=CC=C2CC1)C=CC(=O)OCC (Ethyl (S)-3-[2-(tert-butoxycarbonylamino)-1,2,3,4-tetrahydronaphthalen-7-yl]acrylate). The reagents and catalysts are [Pd] (palladium on activated carbon). Solvent: C(C)O (ethanol). Run at time 3 hour. The product is C(C)(C)(C)OC(=O)N[C@@H]1CC2=CC(=CC=C2CC1)CCC(=O)OCC (ethyl (S)-3-[2-(tert-butoxycarbonylamino)-1,2,3,4-tetrahydronaphthalen-7-yl]propionate). Isolated yield 93.1%. RXN SMILES: [C:1]([O:5][C:6]([NH:8][C@H:9]1[CH2:18][CH2:17][C:16]2[C:11](=[CH:12][C:13]([CH:19]=[CH:20][C:21]([O:23][CH2:24][CH3:25])=[O:22])=[CH:14][CH:15]=2)[CH2:10]1)=[O:7])([CH3:4])([CH3:3])[CH3:2]>C(O)C.[Pd]>[C:1]([O:5][C:6]([NH:8][C@H:9]1[CH2:18][CH2:17][C:16]2[C:11](=[CH:12][C:13]([CH2:19][CH2:20][C:21]([O:23][CH2:24][CH3:25])=[O:22])=[CH:14][CH:15]=2)[CH2:10]1)=[O:7])([CH3:4])([CH3:3])[CH3:2]. Reported procedure: Ethyl (S)-3-[2-(tert-butoxycarbonylamino)-1,2,3,4-tetrahydronaphthalen-7-yl]acrylate (252 mg) was dissolved in ethanol (10 ml), and 10% palladium on activated carbon (30 mg) was added to the solution, then the resulting mixture was stirred for 3 hours at room temperature under a hydrogen atmosphere. The reaction mixture was filtrated to remove the catalyst, and the filtrate was concentrated in vacuo. Recrystallization of the residue from diisopropyl ether gave ethyl (S)-3-[2-(tert-butoxycarbonyl... Conditions: temperature 0 celsius, time 5 minute. Reactants: suspension, [H-].[Na+] (sodium hydride), oil, COC(C(CC1CCCC1)Br)=O (2-bromo-3-cyclopentyl-propionic acid methyl ester), COC(C(CC1CCCC1)Br)=O (2-bromo-3-cyclopentyl-propionic acid methyl ester), O(C1=CC=CC=C1)C1=CC(NN=C1)=O (5-phenoxy-2H-pyridazin-3-one). Product: ethyl acetate hexanes, COC(C(CC1CCCC1)N1N=CC(=CC1=O)OC1=CC=CC=C1)=O (3-cyclopentyl-2-(6-oxo-4-phenoxy-6H-pyridazin-1-yl)-propionic acid methyl ester). Procedure: A solution of 5-phenoxy-2H-pyridazin-3-one (1.42 g, 7.54 mmol) in tetrahydrofuran (37.7 mL, 0.2M) cooled to 0° C. was treated with a 60% suspension of sodium hydride in mineral oil (362 mg, 9.05 mmol). The reaction stirred at 0° C. for 5 min and then at 25° C. for an additional 30 min. After this time, the reaction was treated with 2-bromo-3-cyclopentyl-propionic acid methyl ester (Intermediate 10, 1.95 g, 8.30 mmol). The reaction was then warmed to 50° C., where it stirred for 18 h. After this ... The solvent is O1CCCC1 (tetrahydrofuran). The yield is 66.6%. Reaction SMILES: [O:1]([C:8]1[CH:13]=[N:12][NH:11][C:10](=[O:14])[CH:9]=1)[C:2]1[CH:7]=[CH:6][CH:5]=[CH:4][CH:3]=1.[H-].[Na+].[CH3:17][O:18][C:19](=[O:28])[CH:20](Br)[CH2:21][CH:22]1[CH2:26][CH2:25][CH2:24][CH2:23]1>O1CCCC1>[CH3:17][O:18][C:19](=[O:28])[CH:20]([N:11]1[C:10](=[O:14])[CH:9]=[C:8]([O:1][C:2]2[CH:7]=[CH:6][CH:5]=[CH:4][CH:3]=2)[CH:13]=[N:12]1)[CH2:21][CH:22]1[CH2:23][CH2:24][CH2:25][CH2:26]1 |f:1.2|. Reactants: Br, Br, O=C([O-])O, COC(=O)c1nccnc1N, O=N[O-], [Na+], [Na+], O. Product: COC(=O)c1nccnc1Br. RXN SMILES: [Br:12].[BrH:22].[C:17](=[O:18])([OH:19])[O-:20].[CH3:1][O:2][C:3](=[O:4])[c:5]1[n:6][cH:7][cH:8][n:9][c:10]1[NH2:11].[N:13]([O-:14])=[O:15].[Na+:16].[Na+:21].[OH2:23]>>[CH3:1][O:2][C:3](=[O:4])[c:5]1[n:6][cH:7][cH:8][n:9][c:10]1[Br:22]. Starting materials: C(C1=CC=CC=C1)OC(=O)N1CCC(CC1)C=1N(C(=NC1)C1N(CCC1)C(=O)OC(C)(C)C)COCC[Si](C)(C)C (4-[2-(1-tert-Butoxycarbonyl-pyrrolidin-2-yl)-3-(2-trimethylsilanyl-ethoxymethyl)-3H-imidazol-4-yl]-piperidine-1-carboxylic acid benzyl ester), PdOH. Solvent: CCO (EtOH). Run at time 18 hour. Product: C(C)(C)(C)OC(=O)N1C(CCC1)C=1N(C(=CN1)C1CCNCC1)COCC[Si](C)(C)C (2-[5-piperidin-4-yl-1-(2-trimethylsilanyl-ethoxymethyl)-1H-imidazol-2-yl]-pyrrolidine-1-carboxylic acid tert-butyl ester). Yield: 72.7%. As a reaction SMILES: C(OC([N:11]1[CH2:16][CH2:15][CH:14]([C:17]2[N:18]([CH2:34][O:35][CH2:36][CH2:37][Si:38]([CH3:41])([CH3:40])[CH3:39])[C:19]([CH:22]3[CH2:26][CH2:25][CH2:24][N:23]3[C:27]([O:29][C:30]([CH3:33])([CH3:32])[CH3:31])=[O:28])=[N:20][CH:21]=2)[CH2:13][CH2:12]1)=O)C1C=CC=CC=1>CCO>[C:30]([O:29][C:27]([N:23]1[CH2:24][CH2:25][CH2:26][CH:22]1[C:19]1[N:18]([CH2:34][O:35][CH2:36][CH2:37][Si:38]([CH3:41])([CH3:40])[CH3:39])[C:17]([CH:14]2[CH2:13][CH2:12][NH:11][CH2:16][CH2:15]2)=[CH:21][N:20]=1)=[O:28])([CH3:33])([CH3:32])[CH3:31]. Reported procedure: 4-[2-(1-tert-Butoxycarbonyl-pyrrolidin-2-yl)-3-(2-trimethylsilanyl-ethoxymethyl)-3H-imidazol-4-yl]-piperidine-1-carboxylic acid benzyl ester (2.8 g, 6.1 mmol) in EtOH (60 mL) was treated with 20% PdOH/C (600 mg) and placed under an atmosphere of H2. The reaction was stirred for 18 hours and filtered through a CELITE plug to afford crude 2-[5-piperidin-4-yl-1-(2-trimethylsilanyl-ethoxymethyl)-1H-imidazol-2-yl]-pyrrolidine-1-carboxylic acid tert-butyl ester (2.0 g), which was used without further ...